Dataset: the Open Reaction Database (ORD), a public repository of structured organic reaction records. Task: describe an organic reaction: reactants, conditions, products, and yield Starting materials: [H-].[Na+] (sodium hydride), C(C)(=O)C1=CC=C(C=C1)NC=O (N-(4-acetylphenyl)formamide), CS(=O)(=O)OCCOC1=CC2=CC=CC=C2C=C1 (2-(2-naphthalenyloxy)ethyl methanesulfonate). Solvent: CN(C=O)C (dimethylformamide). Run at temperature 60 celsius, time 15 minute. Product: C(C)(=O)C1=CC=C(C=C1)N(C=O)CCOC1=CC2=CC=CC=C2C=C1 (N-(4-acetylphenyl)-N[2-(2-naphthalenyloxy)ethyl]formamide). Yield: 62.0%. RXN SMILES: [C:1]([C:4]1[CH:9]=[CH:8][C:7]([NH:10][CH:11]=[O:12])=[CH:6][CH:5]=1)(=[O:3])[CH3:2].[H-].[Na+].CS(O[CH2:20][CH2:21][O:22][C:23]1[CH:32]=[CH:31][C:30]2[C:25](=[CH:26][CH:27]=[CH:28][CH:29]=2)[CH:24]=1)(=O)=O>CN(C)C=O>[C:1]([C:4]1[CH:9]=[CH:8][C:7]([N:10]([CH2:20][CH2:21][O:22][C:23]2[CH:32]=[CH:31][C:30]3[C:25](=[CH:26][CH:27]=[CH:28][CH:29]=3)[CH:24]=2)[CH:11]=[O:12])=[CH:6][CH:5]=1)(=[O:3])[CH3:2] |f:1.2|. Procedure details: A stirred mixture of N-(4-acetylphenyl)formamide (4.9 g) in dimethylformamide (50 mL) under argon was treated with 55% sodium hydride (1.31 g), stireed for 15 minutes and treated with 2-(2-naphthalenyloxy)ethyl methanesulfonate (7.6 g). The mixture was heated at 60° C. overnight and worked upas in Example 20. The material from dichloromethane extraction was purified by HPLC (dichloromethane-ethyl acetate; 20:1 ) and crystallized from dichloromethane-hexane to provide 5.9 g of N-(4-acetylphenyl)-... Starting materials: ice water, OC=1C=2N(C=CC1)C=C(N2)C (8-hydroxy-2-methyl-imidazo-[1,2-a]pyridine), FC1=CC=C(CCl)C=C1 (4-Fluorobenzyl chloride), [H-].[Na+] (sodium hydride). The solvent is CN(C=O)C (dimethylformamide). Reaction conditions: time 0.5 hour. Yields the product FC1=CC=C(COC=2C=3N(C=CC2)C=C(N3)C)C=C1 (8-(4-fluorobenzyloxy)-2-methylimidazo[1,2-a]pyridine). As a reaction SMILES: [OH:1][C:2]1[C:3]2[N:4]([CH:8]=[C:9]([CH3:11])[N:10]=2)[CH:5]=[CH:6][CH:7]=1.[H-].[Na+].[F:14][C:15]1[CH:22]=[CH:21][C:18]([CH2:19]Cl)=[CH:17][CH:16]=1>CN(C)C=O>[F:14][C:15]1[CH:22]=[CH:21][C:18]([CH2:19][O:1][C:2]2[C:3]3[N:4]([CH:8]=[C:9]([CH3:11])[N:10]=3)[CH:5]=[CH:6][CH:7]=2)=[CH:17][CH:16]=1 |f:1.2|. Procedure details: To a stirred suspension under nitrogen of 15.0 g 8-hydroxy-2-methyl-imidazo[1,2-a]pyridine (from Step A) in 150 ml dimethylformamide maintained at 0°-5° C., was added 5.15 g 50% sodium hydride-oil dispersion in portions over 10 minutes. The mixturewas stirred in the cold 1/2 hr. and a brown solution resulted. 15.3 g 4-Fluorobenzyl chloride was added, and the solution was heated on a steam bath for 1/2 hr. The solution was poured into an ice bath and after 1/2 hour it became a brown solution. The... Starting materials: ClC1=CC(=C2C(=N1)N(C=N2)[C@H]2[C@H](O)[C@H](O)[C@H](O2)CO)NC2=CC=CC=C2 (5-chloro-7-anilino-3-β-D-ribofuranosyl-3H-imidazo[4,5-b]pyridine). Reagents/catalysts: [Pd] (palladium on carbon). Solvent: O (water). The product is N(C1=CC=CC=C1)C1=C2C(=NC=C1)N(C=N2)[C@H]2[C@H](O)[C@H](O)[C@H](O2)CO (7-anilino-3-β-D-ribofuranosyl-3H-imidazo[4,5-b]pyridine). Isolated yield 13.6%. RXN SMILES: Cl[C:2]1[N:7]=[C:6]2[N:8]([C@@H:11]3[O:17][C@H:16]([CH2:18][OH:19])[C@@H:14]([OH:15])[C@H:12]3[OH:13])[CH:9]=[N:10][C:5]2=[C:4]([NH:20][C:21]2[CH:26]=[CH:25][CH:24]=[CH:23][CH:22]=2)[CH:3]=1>O.[Pd]>[NH:20]([C:4]1[CH:3]=[CH:2][N:7]=[C:6]2[N:8]([C@@H:11]3[O:17][C@H:16]([CH2:18][OH:19])[C@@H:14]([OH:15])[C@H:12]3[OH:13])[CH:9]=[N:10][C:5]=12)[C:21]1[CH:22]=[CH:23][CH:24]=[CH:25][CH:26]=1. Procedure details: A solution of 5-chloro-7-anilino-3-β-D-ribofuranosyl-3H-imidazo[4,5-b]pyridine (0.104 g, 0.28 mMol) in 150 mL of water containing 0.1 g of 10% palladium on carbon was hydrogenated in a Parr apparatus for 120 h at 45 psi. The catalyst was removed by filtration and washed well with water. The aqueous filtrate was taken to dryness in vacuo and the residue recrystallized from a minimum of boiling water to give 13 mg of 7-anilino-3-β-D-ribofuranosyl-3H-imidazo[4,5-b]pyridine as shown by retention tim... Reactants: O (water), NC1=C(C=O)C=CC=N1 (2-aminonicotinaldehyde), S(=O)([O-])S(=O)[O-].[Na+].[Na+] (sodium dithionite), ClC1=CC=C(C(=N1)NC1=CC=C(C=C1)C1(CCC1)NC(OC(C)(C)C)=O)[N+](=O)[O-] (tert-butyl (1-{4-[(6-chloro-3-nitropyridin-2-yl)amino]phenyl}cyclobutyl)carbamate). The solvent is CS(=O)C.CO (DMSO MeOH). Conditions: temperature 100 celsius. Yields the product NC1=NC=CC=C1C1=NC=2C(=NC(=CC2)Cl)N1C1=CC=C(C=C1)C1(CCC1)NC(OC(C)(C)C)=O (tert-butyl (1-{4-[2-(2-aminopyridin-3-yl)-5-chloro-3H-imidazo[4,5-b]pyridin-3-yl]phenyl}cyclobutyl)carbamate). Yield: 21.2%. Reaction SMILES: [Cl:1][C:2]1[N:7]=[C:6]([NH:8][C:9]2[CH:14]=[CH:13][C:12]([C:15]3([NH:19][C:20](=[O:26])[O:21][C:22]([CH3:25])([CH3:24])[CH3:23])[CH2:18][CH2:17][CH2:16]3)=[CH:11][CH:10]=2)[C:5]([N+:27]([O-])=O)=[CH:4][CH:3]=1.[NH2:30][C:31]1[N:38]=[CH:37][CH:36]=[CH:35][C:32]=1[CH:33]=O.S(S([O-])=O)([O-])=O.[Na+].[Na+].O>CS(C)=O.CO>[NH2:30][C:31]1[C:32]([C:33]2[N:8]([C:9]3[CH:14]=[CH:13][C:12]([C:15]4([NH:19][C:20](=[O:26])[O:21][C:22]([CH3:25])([CH3:24])[CH3:23])[CH2:18][CH2:17][CH2:16]4)=[CH:11][CH:10]=3)[C:6]3=[N:7][C:2]([Cl:1])=[CH:3][CH:4]=[C:5]3[N:27]=2)=[CH:35][CH:36]=[CH:37][N:38]=1 |f:2.3.4,6.7|. Procedure details: To a suspension of tert-butyl (1-{4-[(6-chloro-3-nitropyridin-2-yl)amino]phenyl}cyclobutyl)carbamate (10 g, 24 mmol) in DMSO/MeOH (4:1, 200 mL), were added 2-aminonicotinaldehyde (3.5 g, 29 mmol) and sodium dithionite (16 g, 93 mmol) and the mixture was heated for 48 h at 100° C. The mixture was poured into water and the solid was collected by filtration. The solid was purified by silica gel column chromatography (dichloromethane/ethyl acetate, 10:0 to 0:10) to give the titled compound as a whit... The reactants are N(=NC(=O)N1CCCCC1)C(=O)N1CCCCC1 (1,1′-(azodicarbonyl) dipiperidine), C(CCCCC)OC1=C(C=CC=C1)O (2-hexyloxyphenol), BrCCCCCCCCCCCCCCCCO (16-bromohexadecan-1-ol), C(CCC)P(CCCC)CCCC (tri-n-butylphosphine). Run in C(Cl)Cl (methylene chloride), CCCCCC (hexane), C(Cl)Cl (methylene chloride). The product is BrCCCCCCCCCCCCCCCCC1=C(C=CC=C1)OCCCCCC (1-(16-bromohexadecyl)-2-hexyloxybenzene). The yield is 83.4%. RXN SMILES: [CH2:1]([O:7][C:8]1[CH:13]=[CH:12][CH:11]=[CH:10][C:9]=1O)[CH2:2][CH2:3][CH2:4][CH2:5][CH3:6].[Br:15][CH2:16][CH2:17][CH2:18][CH2:19][CH2:20][CH2:21][CH2:22][CH2:23][CH2:24][CH2:25][CH2:26][CH2:27][CH2:28][CH2:29][CH2:30][CH2:31]O.C(P(CCCC)CCCC)CCC.N(C(N1CCCCC1)=O)=NC(N1CCCCC1)=O>CCCCCC.C(Cl)Cl>[Br:15][CH2:16][CH2:17][CH2:18][CH2:19][CH2:20][CH2:21][CH2:22][CH2:23][CH2:24][CH2:25][CH2:26][CH2:27][CH2:28][CH2:29][CH2:30][CH2:31][C:9]1[CH:10]=[CH:11][CH:12]=[CH:13][C:8]=1[O:7][CH2:1][CH2:2][CH2:3][CH2:4][CH2:5][CH3:6]. Procedure: 12.8 g (66 mmol) of 2-hexyloxyphenol, 23.3 g (73 mmol) of 16-bromohexadecan-1-ol and 20.0 g (99 mmol) of tri-n-butylphosphine were added to 350 mL of dehydrated methylene chloride followed by cooling with ice in the presence of argon. After adding 25.0 g (99 mmol) of 1,1′-(azodicarbonyl) dipiperidine a little at a time while stirring, 150 mL of methylene chloride were added. After stirring for 30 minutes at room temperature in the presence of argon, the reaction solution was refluxed for 6 hours... The reactants are CCCCc1oc2ccccc2c1Cc1ccc(-c2ccc(OCCCc3ccccc3)c([N+](=O)[O-])c2)cc1, CCO, CC(=O)O. The product is CCCCc1oc2ccccc2c1Cc1ccc(-c2ccc(OCCCc3ccccc3)c(N)c2)cc1. Reaction SMILES: [CH2:1]([CH2:2][CH2:3][CH3:4])[c:5]1[o:6][c:7]2[c:8]([c:9]1[CH2:10][c:11]1[cH:12][cH:13][c:14](-[c:17]3[cH:18][c:19]([N+:33]([O-:34])=[O:35])[c:20]([O:23][CH2:24][CH2:25][CH2:26][c:27]4[cH:28][cH:29][cH:30][cH:31][cH:32]4)[cH:21][cH:22]3)[cH:15][cH:16]1)[cH:36][cH:37][cH:38][cH:39]2.[CH3:40][CH2:41][OH:42].[CH3:43][C:44](=[O:45])[OH:46]>>[CH2:1]([CH2:2][CH2:3][CH3:4])[c:5]1[o:6][c:7]2[c:8]([c:9]1[CH2:10][c:11]1[cH:12][cH:13][c:14](-[c:17]3[cH:18][c:19]([NH2:33])[c:20]([O:23][CH2:24][CH2:25][CH2:26][c:27]4[cH:28][cH:29][cH:30][cH:31][cH:32]4)[cH:21][cH:22]3)[cH:15][cH:16]1)[cH:36][cH:37][cH:38][cH:39]2.